From a dataset of the Open Reaction Database (ORD), a public repository of structured organic reaction records. describe an organic reaction: reactants, conditions, products, and yield The reactants are BrC=1C(=NC(=NC1S(=O)C)N)C=1OC=CC1 (5-bromo-4-furan-2-yl-6-methanesulfinyl-pyrimidin-2-yl-amine), CN(C)CCO (dimethylaminoethanol), C1CCC2=NCCCN2CC1 (DBU). Solvent: O1CCOCC1 (dioxane). The product is BrC=1C(=NC(=NC1C=1OC=CC1)N)OCCN(C)C (5-Bromo-4-(2-dimethylamino-ethoxy)-6-furan-2-yl-pyrimidin-2-yl-amine). As a reaction SMILES: [Br:1][C:2]1[C:3]([C:12]2[O:13][CH:14]=[CH:15][CH:16]=2)=[N:4][C:5]([NH2:11])=[N:6][C:7]=1S(C)=O.[CH3:17][N:18]([CH2:20][CH2:21][OH:22])[CH3:19].C1CCN2C(=NCCC2)CC1>O1CCOCC1>[Br:1][C:2]1[C:7]([O:22][CH2:21][CH2:20][N:18]([CH3:19])[CH3:17])=[N:6][C:5]([NH2:11])=[N:4][C:3]=1[C:12]1[O:13][CH:14]=[CH:15][CH:16]=1. Reported procedure: From 5-bromo-4-furan-2-yl-6-methanesulfinyl-pyrimidin-2-yl-amine, dimethylaminoethanol and DBU in dioxane. 329 (M{9Br}+H+, 95), 327 (M{10Br}+H+, 100). Reactants: FC=1C=C(C=CC1)C1C2=C(C=CC=C2)C2(CCN(CC2)C(=O)OC2=CC=CC=C2)S1 (3-(3-fluorophenyl)-1,3-dihydro-1'-phenoxycarbonylspiro[benzo(c)thiophene-1,4'-piperidine]), [OH-].[K+] (potassium hydroxide), C(\C=C/C(=O)O)(=O)O (maleic acid), ice water. Solvent: C(CO)O (ethylene glycol), CCOCC (ether). Run at temperature 160 celsius, time 45 minute. Yields the product C(\C=C/C(=O)O)(=O)O.FC=1C=C(C=CC1)C1C2=C(C=CC=C2)C2(CCNCC2)S1 (3-(3-fluorophenyl)-1,3-dihydrospiro[benzo(c)thiophene-1,4'-piperidine] maleate). RXN SMILES: [F:1][C:2]1[CH:3]=[C:4]([CH:8]2[S:30][C:15]3([CH2:20][CH2:19][N:18](C(OC4C=CC=CC=4)=O)[CH2:17][CH2:16]3)[C:10]3[CH:11]=[CH:12][CH:13]=[CH:14][C:9]2=3)[CH:5]=[CH:6][CH:7]=1.[OH-].[K+].[C:33]([OH:40])(=[O:39])/[CH:34]=[CH:35]\[C:36]([OH:38])=[O:37]>C(O)CO.CCOCC>[C:33]([OH:40])(=[O:39])/[CH:34]=[CH:35]\[C:36]([OH:38])=[O:37].[F:1][C:2]1[CH:3]=[C:4]([CH:8]2[S:30][C:15]3([CH2:16][CH2:17][NH:18][CH2:19][CH2:20]3)[C:10]3[CH:11]=[CH:12][CH:13]=[CH:14][C:9]2=3)[CH:5]=[CH:6][CH:7]=1 |f:1.2,6.7|. Procedure details: To 6.97 g of 3-(3-fluorophenyl)-1,3-dihydro-1'-phenoxycarbonylspiro[benzo(c)thiophene-1,4'-piperidine] of Example 57 in 100 ml of ethylene glycol, under nitrogen, at 150° C. is added 16 g of 85% potassium hydroxide pellets. The reaction is stirred in a 160° C. bath for 45 minutes. The solution is then poured into 225 ml of ice-water, diluted to 500 ml and extracted with three 175 ml portions of dichloromethane. The combined dichloromethane extracts are washed with 200 ml portions of water and on... Starting materials: [N+](=O)([O-])C1=NN(C=N1)C1=C(C#N)C=C(C=C1)C=C (2-(3-nitro-1H-1,2,4-triazol-1-yl)-5-vinylbenzonitrile), BrC(C(F)(F)F)C=1C=C(C(=C(C1)Cl)Cl)Cl (5-(1-bromo-2,2,2-trifluoroethyl)-1,2,3-trichlorobenzene), N1=C(C=CC=C1)C1=NC=CC=C1 (2,2-bipyridyl). The reagents and catalysts are Cl[Cu] (CuCl). The solvent is ClC1=C(C=CC=C1)Cl (1,2-dichlorobenzene). Run at temperature 180 celsius, time 14 hour. Yields the product [N+](=O)([O-])C1=NN(C=N1)C1=C(C#N)C=C(C=C1)\C=C\C(C(F)(F)F)C1=CC(=C(C(=C1)Cl)Cl)Cl ((E)-2-(3-Nitro-1H-1,2,4-triazol-1-yl)-5-(4,4,4-trifluoro-3-(3,4,5-trichlorophenyl)but-1-en-1-yl)benzonitrile), solid. Isolated yield 50.0%. RXN SMILES: [N+:1]([C:4]1[N:8]=[CH:7][N:6]([C:9]2[CH:16]=[CH:15][C:14]([CH:17]=[CH2:18])=[CH:13][C:10]=2[C:11]#[N:12])[N:5]=1)([O-:3])=[O:2].Br[CH:20]([C:25]1[CH:26]=[C:27]([Cl:33])[C:28]([Cl:32])=[C:29]([Cl:31])[CH:30]=1)[C:21]([F:24])([F:23])[F:22].N1C=CC=CC=1C1C=CC=CN=1>ClC1C=CC=CC=1Cl.Cl[Cu]>[N+:1]([C:4]1[N:8]=[CH:7][N:6]([C:9]2[CH:16]=[CH:15][C:14](/[CH:17]=[CH:18]/[CH:20]([C:25]3[CH:26]=[C:27]([Cl:33])[C:28]([Cl:32])=[C:29]([Cl:31])[CH:30]=3)[C:21]([F:23])([F:22])[F:24])=[CH:13][C:10]=2[C:11]#[N:12])[N:5]=1)([O-:3])=[O:2]. Procedure details: To a stirred solution of 2-(3-nitro-1H-1,2,4-triazol-1-yl)-5-vinylbenzonitrile (0.9 g, 3.7 mmol) in 1,2-dichlorobenzene (10 mL), were added 5-(1-bromo-2,2,2-trifluoroethyl)-1,2,3-trichlorobenzene (2.5 g, 7.5 mmol), CuCl (73 mg, 0.74 mmol) and 2,2-bipyridyl (0.23 g, 1.49 mmol) and the resultant reaction mixture was degassed with argon for 30 min and then stirred at 180° C. for 14 h. After completion of the reaction (TLC), the reaction mixture was cooled to ambient temperature and filtered and the... Reactants: [N+](=O)([O-])C1=CC=C(CO)C=C1 (4-nitrobenzyl alcohol), O=C(CC(=O)OCC)CC (ethyl 3-oxopentanoate). Solvent: C1(=CC=CC=C1)C (toluene). Product: O=C(CC(=O)OCC1=CC=C(C=C1)[N+](=O)[O-])CC (4-Nitrobenzyl 3-oxopentanoate). The yield is 98.4%. RXN SMILES: [N+:1]([C:4]1[CH:11]=[CH:10][C:7]([CH2:8][OH:9])=[CH:6][CH:5]=1)([O-:3])=[O:2].[O:12]=[C:13]([CH2:20][CH3:21])[CH2:14][C:15](OCC)=[O:16]>C1(C)C=CC=CC=1>[O:12]=[C:13]([CH2:20][CH3:21])[CH2:14][C:15]([O:9][CH2:8][C:7]1[CH:6]=[CH:5][C:4]([N+:1]([O-:3])=[O:2])=[CH:11][CH:10]=1)=[O:16]. Procedure: A suspension of 55.3 g (0.36 mole) of 4-nitrobenzyl alcohol and 56.2 g (0.39 mole) of ethyl 3-oxopentanoate in 360 ml of toluene was heated to boiling. About 300 ml of toluene were distilled out over the course of 10 h, then the mixture was cooled and another 200 ml were added and this procedure was repeated. After cooling, the mixture was filtered through kieselguhr, which was washed with toluene, and the filtrate solution was evaporated in vacuo. 89 g (98%) of the title compound were obtained ... Reactants: ClC1=C(C=CC=C1)N1C(NC2=NC(=NC=C2C1)N[C@@H]1CC[C@H](CC1)O[Si](C)(C)C(C)(C)C)=O (3-(Chlorophenyl)-7-(trans-4-tert-butyldimethylsilyloxycyclohexylamino)-3,4-dihydropyrimido[4,5-d]pyrimidin-2(1H)-one), O (water), [H-].[Na+] (sodium hydride), BrCC(=O)OC (methyl bromoacetate). The solvent is CN1C(CCC1)=O (1-methyl-2-pyrrolidinone). Reaction conditions: time 30 minute. Yields the product ClC1=C(C=CC=C1)N1C(N(C2=NC(=NC=C2C1)N[C@@H]1CC[C@H](CC1)O[Si](C)(C)C(C)(C)C)CC(=O)OC)=O (3-(2-chlorophenyl)-7-(trans-4-tert-butyldimethylsilyloxycyclohexylamino)-1-methoxycarbonylmethyl-3,4-dihydropyrimido-[4,5-d]pyrimidin-2(1H)-one). The yield is 37.9%. As a reaction SMILES: [Cl:1][C:2]1[CH:7]=[CH:6][CH:5]=[CH:4][C:3]=1[N:8]1[CH2:17][C:16]2[C:11](=[N:12][C:13]([NH:18][C@H:19]3[CH2:24][CH2:23][C@H:22]([O:25][Si:26]([C:29]([CH3:32])([CH3:31])[CH3:30])([CH3:28])[CH3:27])[CH2:21][CH2:20]3)=[N:14][CH:15]=2)[NH:10][C:9]1=[O:33].[H-].[Na+].Br[CH2:37][C:38]([O:40][CH3:41])=[O:39].O>CN1CCCC1=O>[Cl:1][C:2]1[CH:7]=[CH:6][CH:5]=[CH:4][C:3]=1[N:8]1[CH2:17][C:16]2[C:11](=[N:12][C:13]([NH:18][C@H:19]3[CH2:20][CH2:21][C@H:22]([O:25][Si:26]([C:29]([CH3:30])([CH3:32])[CH3:31])([CH3:27])[CH3:28])[CH2:23][CH2:24]3)=[N:14][CH:15]=2)[N:10]([CH2:37][C:38]([O:40][CH3:41])=[O:39])[C:9]1=[O:33] |f:1.2|. Procedure: 3-(Chlorophenyl)-7-(trans-4-tert-butyldimethylsilyloxycyclohexylamino)-3,4-dihydropyrimido[4,5-d]pyrimidin-2(1H)-one (972 mg, 2 mmol) (prepared as described in Example 81) was suspended in 1-methyl-2-pyrrolidinone (15 mL), and sodium hydride (88 mg, 2.2 mmol (60% oil dispersion)) was added. The reaction mixture was stirred at room temperature for 30 minutes, methyl bromoacetate (0.190 mL, 2 mmol) was added. The mixture was stirred for 6 hours. The reaction mixture was added to water and extracte... Starting materials: Cl.ClC1=CC=C(CN(N)C2=CC(=CC(=C2)Cl)Cl)C=C1 (1-(4-chlorobenzyl)-1-(3,5-dichlorophenyl)hydrazine hydrochloride), CCOC(=O)CC1CCCCC1=O (ethyl 2-cyclohexanone acetate). The product is ClC1=CC=C(CN2C3=CC(=CC(=C3C=3CCCC(C23)CC(=O)OCC)Cl)Cl)C=C1 (Ethyl 9-p-chlorobenzyl-5,7-dichloro-1,2,3,4-tetrahydrocarbazol-1-yl-acetate). RXN SMILES: Cl.[Cl:2][C:3]1[CH:19]=[CH:18][C:6]([CH2:7][N:8]([C:10]2[CH:15]=[C:14]([Cl:16])[CH:13]=[C:12]([Cl:17])[CH:11]=2)N)=[CH:5][CH:4]=1.[CH3:20][CH2:21][O:22][C:23]([CH2:25][CH:26]1[C:31](=O)[CH2:30][CH2:29][CH2:28][CH2:27]1)=[O:24]>>[Cl:2][C:3]1[CH:19]=[CH:18][C:6]([CH2:7][N:8]2[C:27]3[CH:26]([CH2:25][C:23]([O:22][CH2:21][CH3:20])=[O:24])[CH2:31][CH2:30][CH2:29][C:28]=3[C:15]3[C:10]2=[CH:11][C:12]([Cl:17])=[CH:13][C:14]=3[Cl:16])=[CH:5][CH:4]=1 |f:0.1|. Procedure details: Following the procedure of Example 1, but using 1-(4-chlorobenzyl)-1-(3,5-dichlorophenyl)hydrazine hydrochloride and ethyl 2-cyclohexanone acetate as starting materials, the title compound is prepared. Starting materials: C(C)(C)N(CC)C(C)C (Diisopropyl ethyl amine), C(CCl)Cl (EDC), C=1C=CC2=C(C1)N=NN2O (HOBT), C(C1=CC=CC=C1)(=O)O (benzoic acid), NCC1=CC(NC2=CC=C(C=C12)C1=C(C=CC=C1)OC)(C)C (4-aminomethyl-6-(2-methoxyphenyl)-2,2-dimethyl-1,2-dihydroquinoline). The solvent is CCOC(=O)C (EtOAc), C(Cl)Cl (methylene chloride). Run at time 8 hour. The product is COC1=C(C=CC=C1)C=1C=C2C(=CC(NC2=CC1)(C)C)CNC(C1=CC=CC=C1)=O (N-[6-(2-methoxyphenyl)-2,2-dimethyl-1,2-dihydroquinolin-4-ylmethyl]benzamide). Isolated yield 22.1%. Reaction SMILES: C(Cl)CCl.C1C=CC2N(O)N=NC=2C=1.[C:15]([OH:23])(=O)[C:16]1[CH:21]=[CH:20][CH:19]=[CH:18][CH:17]=1.[NH2:24][CH2:25][C:26]1[C:35]2[C:30](=[CH:31][CH:32]=[C:33]([C:36]3[CH:41]=[CH:40][CH:39]=[CH:38][C:37]=3[O:42][CH3:43])[CH:34]=2)[NH:29][C:28]([CH3:45])([CH3:44])[CH:27]=1.C(N(C(C)C)CC)(C)C>CCOC(C)=O.C(Cl)Cl>[CH3:43][O:42][C:37]1[CH:38]=[CH:39][CH:40]=[CH:41][C:36]=1[C:33]1[CH:34]=[C:35]2[C:30](=[CH:31][CH:32]=1)[NH:29][C:28]([CH3:45])([CH3:44])[CH:27]=[C:26]2[CH2:25][NH:24][C:15](=[O:23])[C:16]1[CH:17]=[CH:18][CH:19]=[CH:20][CH:21]=1. Procedure: A round bottom flask equipped with a stir bar was charged with EDC (0.224 mmol, 1.1 equiv), HOBT (0.224 mmol, 1.1 equiv), benzoic acid (0.224 mmol, 1.1 equiv), 4-aminomethyl-6-(2-methoxyphenyl)-2,2-dimethyl-1,2-dihydroquinoline (0.204 mmol, 1 equiv) and 3.3 mL of methylene chloride. Diisopropyl ethyl amine (0.224 mmol, 1.1 equiv) was added last, the reaction was placed under argon, and stirred at room temperature overnight. The crude reaction mixture was transferred to a separatory funnel, dilut... Starting materials: ClCCl, O=C(Cl)CCl, Nc1ccccn1, O. Yields the product O=C(CCl)Nc1ccccn1. Reaction SMILES: [CH2:8]([Cl:9])[Cl:10].[Cl:11][CH2:12][C:13](=[O:14])[Cl:15].[NH2:1][c:2]1[n:3][cH:4][cH:5][cH:6][cH:7]1.[OH2:16]>>[NH:1]([c:2]1[n:3][cH:4][cH:5][cH:6][cH:7]1)[C:13]([CH2:12][Cl:11])=[O:14].